Dataset: the Open Reaction Database (ORD), a public repository of structured organic reaction records. Task: describe an organic reaction: reactants, conditions, products, and yield The reactants are C([O-])([O-])=O.[Cs+].[Cs+] (cesium carbonate), C(C)(C)(C)OC(=O)N1N=C(C2=C1C=CS2)I (3-iodo-thieno[3,2-c]pyrazole-1-carboxylic acid tert-butyl ester), bis-(diphenylphosphinoferrocene) dichloro palladium, C(C)(C)(C)[Si](OC=1C=C2C=C(N(C2=CC1)C(=O)OC(C)(C)C)B(O)O)(C)C (5-(tert-butyl-dimethyl-silanoxy)-1-(tert-butoxycarbonyl)-1H-indole-2-boronic acid). Run in C(C)(=O)OCC (ethyl acetate), O1CCOCC1 (1,4-dioxane), O (water). The product is C(C)(C)(C)OC(=O)N1C(=CC2=CC(=CC=C12)O[Si](C)(C)C(C)(C)C)C=1C2=C(N(N1)C(=O)OC(C)(C)C)C=CS2 (2-(1-tert-butoxycarbonyl-1H-thieno[3,2-c]pyrazol-3-yl)-5-(tert-butyl-dimethyl-silanoxy)-indole-1-carboxylic acid tert-butyl ester). The yield is 61.0%. RXN SMILES: [C:1]([O:5][C:6]([N:8]1[C:12]2[CH:13]=[CH:14][S:15][C:11]=2[C:10](I)=[N:9]1)=[O:7])([CH3:4])([CH3:3])[CH3:2].[C:17]([Si:21]([CH3:43])([CH3:42])[O:22][C:23]1[CH:24]=[C:25]2[C:29](=[CH:30][CH:31]=1)[N:28]([C:32]([O:34][C:35]([CH3:38])([CH3:37])[CH3:36])=[O:33])[C:27](B(O)O)=[CH:26]2)([CH3:20])([CH3:19])[CH3:18].C(=O)([O-])[O-].[Cs+].[Cs+]>O1CCOCC1.O.C(OCC)(=O)C>[C:35]([O:34][C:32]([N:28]1[C:29]2[C:25](=[CH:24][C:23]([O:22][Si:21]([C:17]([CH3:20])([CH3:19])[CH3:18])([CH3:42])[CH3:43])=[CH:31][CH:30]=2)[CH:26]=[C:27]1[C:10]1[C:11]2[S:15][CH:14]=[CH:13][C:12]=2[N:8]([C:6]([O:5][C:1]([CH3:4])([CH3:3])[CH3:2])=[O:7])[N:9]=1)=[O:33])([CH3:38])([CH3:37])[CH3:36] |f:2.3.4|. Procedure: To a solution of 3-iodo-thieno[3,2-c]pyrazole-1-carboxylic acid tert-butyl ester (200 mg, 0.57 mmol, Example 5B) and bis-(diphenylphosphinoferrocene)-dichloro palladium (complex with dichloromethane 1:1, 21 mg, 0.03 mmol) in 1,4-dioxane (5 mL) is added 5-(tert-butyl-dimethyl-silanoxy)-1-(tert-butoxycarbonyl)-1H-indole-2-boronic acid (335 mg, 0.86 mmol, prepared as described in Example 4-6 of International Patent Application Publication No. WO 02/32861) followed by a solution of cesium carbonate ... The reactants are C(=O)(Cl)Cl (phosgene), OCC(=O)OCC1=CC=C(C=C1)[N+](=O)[O-] (4-nitrobenzyl hydroxyacetate), C1(=NNCCCCCCCC1)C1=CCCCCCCCCC1 (diazabicycloundecene). Run in C1=CC=CC=C1 (benzene), C1=CC=CC=C1 (benzene). Run at time 2 hour. Product: ClC(=O)OCC(=O)OCC1=CC=C(C=C1)[N+](=O)[O-] (4-nitrobenzyl chlorocarbonyloxyacetate). RXN SMILES: [C:1](Cl)([Cl:3])=[O:2].[OH:5][CH2:6][C:7]([O:9][CH2:10][C:11]1[CH:16]=[CH:15][C:14]([N+:17]([O-:19])=[O:18])=[CH:13][CH:12]=1)=[O:8].C1(C2CCCCCCCCCC=2)CCCCCCCCNN=1>C1C=CC=CC=1>[Cl:3][C:1]([O:5][CH2:6][C:7]([O:9][CH2:10][C:11]1[CH:16]=[CH:15][C:14]([N+:17]([O-:19])=[O:18])=[CH:13][CH:12]=1)=[O:8])=[O:2]. Procedure: 17.8 g of phosgene are introduced into 60 cm3 of benzene then a suspension of 7.1 g 4-nitrobenzyl hydroxyacetate (Izv. Akad. Nauk. SSSR. Khim 1964 (4) 685-692, Chem. Abst 61, 4469g) in 150 cm3 of benzene. The mixture is agitated for 2 hours at ambient temperature, brought to 7°/8° C. and 5.16 cm3 of diazabicycloundecene is added. After maintaining for one hour at this temperature, the mixture is decanted and the supernatant phase is partially concentrated under reduced pressure at 30°/35° C. unt... Procedure: A stirred solution of 4.39 g (15 mmol) of 2(S)-[2-phenyl-1(S)-phthalimidoethyl]oxirane and 3.57 g (15 mmol) of N-tert.butyl-decahydro-(4aS,8aS)-isoquinoline-3(S)-carboxamide in 30 ml of dimethylformamide was heated at 120° C. for 10 hours and then left to stand at room temperature for 18 hours. The mixture was evaporated to dryness under reduced pressure. The residue was dissolved in 50 ml of ethyl acetate, washed with 30 ml of water, dried over anhydrous sodium sulphate, filtered and evaporated... Reactants: C1(=CC=CC=C1)C[C@H](N1C(C=2C(C1=O)=CC=CC2)=O)[C@@H]2OC2 (2(S)-[2-phenyl-1(S)-phthalimidoethyl]oxirane), C(C)(C)(C)NC(=O)[C@H]1NC[C@H]2CCCC[C@H]2C1 (N-tert.butyl-decahydro-(4aS,8aS)-isoquinoline-3(S)-carboxamide). RXN SMILES: [C:1]1([CH2:7][C@@H:8]([C@H:20]2[CH2:22][O:21]2)[N:9]2[C:13](=[O:14])[C:12]3=[CH:15][CH:16]=[CH:17][CH:18]=[C:11]3[C:10]2=[O:19])[CH:6]=[CH:5][CH:4]=[CH:3][CH:2]=1.[C:23]([NH:27][C:28]([C@@H:30]1[CH2:39][C@H:38]2[C@H:33]([CH2:34][CH2:35][CH2:36][CH2:37]2)[CH2:32][NH:31]1)=[O:29])([CH3:26])([CH3:25])[CH3:24]>CN(C)C=O>[C:23]([NH:27][C:28]([C@@H:30]1[CH2:39][C@H:38]2[C@H:33]([CH2:34][CH2:35][CH2:36][CH2:37]2)[CH2:32][N:31]1[CH2:22][C@@H:20]([OH:21])[C@@H:8]([N:9]1[C:13](=[O:14])[C:12]2=[CH:15][CH:16]=[CH:17][CH:18]=[C:11]2[C:10]1=[O:19])[CH2:7][C:1]1[CH:6]=[CH:5][CH:4]=[CH:3][CH:2]=1)=[O:29])([CH3:26])([CH3:24])[CH3:25]. Conditions: time 18 hour. Solvent: CN(C=O)C (dimethylformamide). Yields the product C(C)(C)(C)NC(=O)[C@H]1N(C[C@H]2CCCC[C@H]2C1)C[C@H]([C@H](CC1=CC=CC=C1)N1C(C=2C(C1=O)=CC=CC2)=O)O (N-tert.butyl-decahydro-2-[2(R)-hydroxy-4-phenyl-3(S)-phthalimidobutyl]-(4aS,8aS)-isoquinoline-3(S)-carboxamide). Yield: 59.8%. Starting materials: CCCc1c(OCCCOc2cc(O)c(C(C)=O)cc2CC)ccc2c1OC(C(=O)OCC)CC2, [Na+], C1COCCO1, [OH-]. Product: CCCc1c(OCCCOc2cc(O)c(C(C)=O)cc2CC)ccc2c1OC(C(=O)O)CC2. RXN SMILES: [C:1]([CH3:2])(=[O:3])[c:4]1[cH:5][c:6]([CH2:34][CH3:35])[c:7]([O:8][CH2:9][CH2:10][CH2:11][O:12][c:13]2[c:14]([CH2:28][CH2:29][CH3:30])[c:15]3[c:16]([cH:26][cH:27]2)[CH2:17][CH2:18][CH:19]([C:21](=[O:22])[O:23][CH2:24][CH3:25])[O:20]3)[cH:31][c:32]1[OH:33].[Na+:37].[O:38]1[CH2:39][CH2:40][O:41][CH2:42][CH2:43]1.[OH-:36]>>[C:1]([CH3:2])(=[O:3])[c:4]1[cH:5][c:6]([CH2:34][CH3:35])[c:7]([O:8][CH2:9][CH2:10][CH2:11][O:12][c:13]2[c:14]([CH2:28][CH2:29][CH3:30])[c:15]3[c:16]([cH:26][cH:27]2)[CH2:17][CH2:18][CH:19]([C:21](=[O:22])[OH:23])[O:20]3)[cH:31][c:32]1[OH:33].